From a dataset of the Open Reaction Database (ORD), a public repository of structured organic reaction records. describe an organic reaction: reactants, conditions, products, and yield The reactants are C1CCOC1, [Li+], [OH-], O, COC(=O)CN1CCC(C(c2ccccc2)c2cccc(C)c2)C1. The product is Cc1cccc(C(c2ccccc2)C2CCN(CC(=O)O)C2)c1. Reaction SMILES: [CH2:27]1[O:28][CH2:29][CH2:30][CH2:31]1.[Li+:25].[OH-:26].[OH2:32].[c:1]1([CH:7]([CH:8]2[CH2:9][N:10]([CH2:13][C:14](=[O:15])[O:16][CH3:17])[CH2:11][CH2:12]2)[c:18]2[cH:19][c:20]([CH3:24])[cH:21][cH:22][cH:23]2)[cH:2][cH:3][cH:4][cH:5][cH:6]1>>[c:1]1([CH:7]([CH:8]2[CH2:9][N:10]([CH2:13][C:14](=[O:15])[OH:16])[CH2:11][CH2:12]2)[c:18]2[cH:19][c:20]([CH3:24])[cH:21][cH:22][cH:23]2)[cH:2][cH:3][cH:4][cH:5][cH:6]1. Starting materials: COc1cc2c(=O)[nH]cnc2cc1OCCN1CCOCC1, CN(C)C=O, O=S(Cl)Cl. The product is COc1cc2c(Cl)ncnc2cc1OCCN1CCOCC1. RXN SMILES: [CH3:1][O:2][c:3]1[cH:4][c:5]2[c:6](=[O:22])[nH:7][cH:8][n:9][c:10]2[cH:11][c:12]1[O:13][CH2:14][CH2:15][N:16]1[CH2:17][CH2:18][O:19][CH2:20][CH2:21]1.[O:27]=[CH:28][N:29]([CH3:30])[CH3:31].[S:23]([Cl:24])([Cl:25])=[O:26]>>[CH3:1][O:2][c:3]1[cH:4][c:5]2[c:6]([Cl:25])[n:7][cH:8][n:9][c:10]2[cH:11][c:12]1[O:13][CH2:14][CH2:15][N:16]1[CH2:17][CH2:18][O:19][CH2:20][CH2:21]1. Reactants: CC(C)(COCC(=O)O)NC(=O)OC(C)(C)C, CNC(Cc1ccc2ccccc2c1)C(=O)N(C)C(Cc1ccccc1)C(=O)NCCCOC(C)=O, CCN=C=NCCCN(C)C, CCN(C(C)C)C(C)C, ClCCl, Cl, On1nnc2cccnc21. Product: CC(=O)OCCCNC(=O)C(Cc1ccccc1)N(C)C(=O)C(Cc1ccc2ccccc2c1)N(C)C(=O)COCC(C)(C)NC(=O)OC(C)(C)C. RXN SMILES: [C:1]([CH3:2])([CH3:3])([CH3:4])[O:5][C:6](=[O:7])[NH:8][C:9]([CH2:10][O:11][CH2:12][C:13](=[O:14])[OH:15])([CH3:16])[CH3:17].[C:40]([CH3:41])(=[O:42])[O:43][CH2:44][CH2:45][CH2:46][NH:47][C:48]([CH:49]([CH2:50][c:51]1[cH:52][cH:53][cH:54][cH:55][cH:56]1)[N:57]([CH3:58])[C:59]([CH:60]([CH2:61][c:62]1[cH:63][c:64]2[cH:65][cH:66][cH:67][cH:68][c:69]2[cH:70][cH:71]1)[NH:72][CH3:73])=[O:74])=[O:75].[CH2:29]([N:30]=[C:31]=[N:32][CH2:33][CH2:34][CH2:35][N:36]([CH3:37])[CH3:38])[CH3:39].[CH:76]([N:77]([CH:78]([CH3:79])[CH3:80])[CH2:81][CH3:82])([CH3:83])[CH3:84].[Cl:85][CH2:86][Cl:87].[ClH:28].[OH:18][n:19]1[c:20]2[n:21][cH:22][cH:23][cH:24][c:25]2[n:26][n:27]1>>[C:1]([CH3:2])([CH3:3])([CH3:4])[O:5][C:6](=[O:7])[NH:8][C:9]([CH2:10][O:11][CH2:12][C:13](=[O:15])[N:72]([CH:60]([C:59]([N:57]([CH:49]([C:48]([NH:47][CH2:46][CH2:45][CH2:44][O:43][C:40]([CH3:41])=[O:42])=[O:75])[CH2:50][c:51]1[cH:52][cH:53][cH:54][cH:55][cH:56]1)[CH3:58])=[O:74])[CH2:61][c:62]1[cH:63][c:64]2[cH:65][cH:66][cH:67][cH:68][c:69]2[cH:70][cH:71]1)[CH3:73])([CH3:16])[CH3:17]. Starting materials: O=C(Cl)OCc1ccccc1, Cl, O=C(O)C1CNC1, [Na+], C1COCCO1, [OH-]. Product: O=C(O)C1CN(C(=O)OCc2ccccc2)C1. RXN SMILES: [Cl:10][C:11](=[O:12])[O:13][CH2:14][c:15]1[cH:16][cH:17][cH:18][cH:19][cH:20]1.[ClH:27].[NH:1]1[CH2:2][CH:3]([C:5](=[O:6])[OH:7])[CH2:4]1.[Na+:9].[O:21]1[CH2:22][CH2:23][O:24][CH2:25][CH2:26]1.[OH-:8]>>[N:1]1([C:11](=[O:12])[O:13][CH2:14][c:15]2[cH:16][cH:17][cH:18][cH:19][cH:20]2)[CH2:2][CH:3]([C:5](=[O:6])[OH:7])[CH2:4]1.